This data is from the Open Reaction Database (ORD), a public repository of structured organic reaction records. The task is: describe an organic reaction: reactants, conditions, products, and yield The reactants are BrC1=CC=C(C=C1)C=1ON=C2C1C=C(C=C2C)Cl (3-(4-bromophenyl)-5-chloro-7-methyl-2,1-benzisoxazole), BrN1C(CCC1=O)=O (N-bromosuccinimide), C(C1=CC=CC=C1)(=O)OOC(C1=CC=CC=C1)=O (dibenzoyl peroxide). Solvent: C(Cl)(Cl)(Cl)Cl (carbon tetrachloride). Product: BrCC1=CC(=CC2=C(ON=C21)C2=CC=C(C=C2)Br)Cl (7-(Bromomethyl)-3-(4-bromophenyl)-5-chloro-2,1-benzisoxazole). The yield is 84.3%. As a reaction SMILES: [Br:1][C:2]1[CH:7]=[CH:6][C:5]([C:8]2[O:9][N:10]=[C:11]3[C:16]([CH3:17])=[CH:15][C:14]([Cl:18])=[CH:13][C:12]=23)=[CH:4][CH:3]=1.[Br:19]N1C(=O)CCC1=O.C(OOC(=O)C1C=CC=CC=1)(=O)C1C=CC=CC=1>C(Cl)(Cl)(Cl)Cl>[Br:19][CH2:17][C:16]1[C:11]2[C:12](=[C:8]([C:5]3[CH:4]=[CH:3][C:2]([Br:1])=[CH:7][CH:6]=3)[O:9][N:10]=2)[CH:13]=[C:14]([Cl:18])[CH:15]=1. Procedure: A mixture of 2.1 g (0.0065 mole) of 3-(4-bromophenyl)-5-chloro-7-methyl-2,1-benzisoxazole, 1.2 g (0.0067 mole) of N-bromosuccinimide and a few crystals of dibenzoyl peroxide in 100 ml of carbon tetrachloride was heated at reflux for 2.5 hr under flood light illumination and an argon atmosphere and then filtered while still hot. The filtrate was concentrated under reduced pressure to a solid residue. The solid was recrystallized twice from 2-propanol to give 2.2 g (85%) of light-yellow needles, m... RXN SMILES: [C:1]([CH3:2])(=[O:3])[c:4]1[n:5][c:6]([CH3:12])[n:7]2[c:8]1[s:9][cH:10][cH:11]2.[CH2:19]([Li:20])[CH2:21][CH2:22][CH3:23].[CH2:24]([CH2:25][CH2:26][CH3:27])[Sn:28]([CH2:29][CH2:30][CH2:31][CH3:32])([CH2:33][CH2:34][CH2:35][CH3:36])[Cl:37].[CH2:40]1[O:41][CH2:42][CH2:43][CH2:44]1.[CH3:13][CH2:14][CH2:15][CH2:16][CH2:17][CH3:18].[Cl-:38].[NH4+:39]>>[C:1]([CH3:2])(=[O:3])[c:4]1[n:5][c:6]([CH3:12])[n:7]2[c:8]1[s:9][c:10]([Sn:28]([CH2:24][CH2:25][CH2:26][CH3:27])([CH2:29][CH2:30][CH2:31][CH3:32])[CH2:33][CH2:34][CH2:35][CH3:36])[cH:11]2. The product is CCCC[Sn](CCCC)(CCCC)c1cn2c(C)nc(C(C)=O)c2s1. Starting materials: CC(=O)c1nc(C)n2ccsc12, [Li]CCCC, CCCC[Sn](Cl)(CCCC)CCCC, C1CCOC1, CCCCCC, [Cl-], [NH4+]. Reactants: [N+](=O)([O-])C1=NN(C=C1)CC1=CC=C(C#N)C=C1 (4-(3-nitro-pyrazol-1-ylmethyl)-benzonitrile). Reagents/catalysts: [Ni] (Raney nickel). Solvent: O1CCCC1 (tetrahydrofuran), NN (hydrazine), O1CCCC1 (tetrahydrofuran). Reaction conditions: time 5 minute. Product: NC1=NN(C=C1)CC1=CC=C(C#N)C=C1 (4-(3-amino-pyrazol-1-ylmethyl)-benzonitrile). Reaction SMILES: [N+:1]([C:4]1[CH:8]=[CH:7][N:6]([CH2:9][C:10]2[CH:17]=[CH:16][C:13]([C:14]#[N:15])=[CH:12][CH:11]=2)[N:5]=1)([O-])=O>O1CCCC1.NN.[Ni]>[NH2:1][C:4]1[CH:8]=[CH:7][N:6]([CH2:9][C:10]2[CH:17]=[CH:16][C:13]([C:14]#[N:15])=[CH:12][CH:11]=2)[N:5]=1. Procedure details: To a solution containing 4-(3-nitro-pyrazol-1-ylmethyl)-benzonitrile (97 mg, 0.42 mmol) in tetrahydrofuran (2 mL), anhydrous hydrazine (100 μL) was added to the clear solution. Raney nickel (˜100 mg washed 3 times with 5 mL of anhydrous tetrahydrofuran) was then added in tetrahydrofuran (300 μL). Gas evolved from the mixture and the reaction was allowed to proceed for 5 min, after which time the raney nickel was removed by filtration through a celite plug. The solvent was removed in vacuo to aff... Starting materials: C1CCOC1, CO, Clc1ccc(-c2nc(Cl)c(Cl)c(Cl)n2)cc1, [Na]. Product: COc1nc(-c2ccc(Cl)cc2)nc(Cl)c1Cl. Reaction SMILES: [CH2:20]1[O:21][CH2:22][CH2:23][CH2:24]1.[CH3:18][OH:19].[Cl:1][c:2]1[cH:3][cH:4][c:5](-[c:8]2[n:9][c:10]([Cl:16])[c:11]([Cl:15])[c:12]([Cl:14])[n:13]2)[cH:6][cH:7]1.[Na:17]>>[Cl:1][c:2]1[cH:3][cH:4][c:5](-[c:8]2[n:9][c:10]([O:19][CH3:18])[c:11]([Cl:15])[c:12]([Cl:14])[n:13]2)[cH:6][cH:7]1. Reactants: CCOC(=O)C(C)(C)Oc1ccnn1-c1cccc2ccccc12, CO, [Na+], [OH-]. Product: CC(C)(Oc1ccnn1-c1cccc2ccccc12)C(=O)O. Reaction SMILES: [CH3:1][C:2]([C:3](=[O:4])[O:5][CH2:6][CH3:7])([CH3:8])[O:9][c:10]1[cH:11][cH:12][n:13][n:14]1-[c:15]1[cH:16][cH:17][cH:18][c:19]2[cH:20][cH:21][cH:22][cH:23][c:24]12.[CH3:27][OH:28].[Na+:26].[OH-:25]>>[CH3:1][C:2]([C:3](=[O:4])[OH:5])([CH3:8])[O:9][c:10]1[cH:11][cH:12][n:13][n:14]1-[c:15]1[cH:16][cH:17][cH:18][c:19]2[cH:20][cH:21][cH:22][cH:23][c:24]12. The reactants are Cc1cc(C)c(C#N)c(=O)[nH]1, O=P(Cl)(Cl)Cl. Yields the product Cc1cc(C)c(C#N)c(Cl)n1. As a reaction SMILES: [C:1](#[N:2])[c:3]1[c:4](=[O:11])[nH:5][c:6]([CH3:10])[cH:7][c:8]1[CH3:9].[P:12]([Cl:13])([Cl:14])([Cl:15])=[O:16]>>[C:1](#[N:2])[c:3]1[c:4]([Cl:14])[n:5][c:6]([CH3:10])[cH:7][c:8]1[CH3:9]. Reactants: C(#N)C1(CC(C1)=O)C1=CC(=C(C=C1)OC)OC1CCCC1 (3-cyano-3-(3-cyclopentyloxy-4-methoxyphenyl)cyclobutan-1-one), [BH4-].[Li+] (lithium borohydride), Cl (Hydrochloric acid), [Cl-].[NH4+] (ammonium chloride). The solvent is O1CCCC1 (tetrahydrofuran), O1CCCC1 (tetrahydrofuran), O (water). Run at time 0.5 hour. The product is C(#N)C1(CC(C1)O)C1=CC(=C(C=C1)OC)OC1CCCC1 (3-Cyano-3-(3-cyclopentyloxy-4-methoxyphenyl)cyclobutan-1-ol). Yield: 102.9%. RXN SMILES: [C:1]([C:3]1([C:8]2[CH:13]=[CH:12][C:11]([O:14][CH3:15])=[C:10]([O:16][CH:17]3[CH2:21][CH2:20][CH2:19][CH2:18]3)[CH:9]=2)[CH2:6][C:5](=[O:7])[CH2:4]1)#[N:2].[BH4-].[Li+].[Cl-].[NH4+].Cl>O1CCCC1.O>[C:1]([C:3]1([C:8]2[CH:13]=[CH:12][C:11]([O:14][CH3:15])=[C:10]([O:16][CH:17]3[CH2:21][CH2:20][CH2:19][CH2:18]3)[CH:9]=2)[CH2:6][CH:5]([OH:7])[CH2:4]1)#[N:2] |f:1.2,3.4|. Procedure details: To a solution of 3-cyano-3-(3-cyclopentyloxy-4-methoxyphenyl)cyclobutan-1-one (8.63 g, 30.3 mmol) in tetrahydrofuran (200 mL) at -78° C. under an argon atmosphere was added over 75 min a slurry of lithium borohydride (1.98 g, 90.8 mmol) in tetrahydrofuran (200 mL). The reaction was stirred for 0.5 h, and was carefully poured into a 0° C. saturated solution of ammonium chloride. 10% Hydrochloric acid was used to adjust to pH 3-4, the mixture was warmed to room temperature, was diluted with water ... Reactants: BrCCBr (1.2-dibromoethane), C([O-])([O-])=O.[K+].[K+] (potassium carbonate), cupric oxide, OC1=C(C=O)C=CC=C1O (2,3-dihydroxybenzaldehyde). The solvent is CN(C)C=O (DMF), C1=CC=CC=C1 (benzene). Run at temperature 135 celsius. The product is C1OC2=C(C=O)C=CC=C2OC1 (2,3-ethylenedioxybenzaldehyde). Yield: 49.0%. Reaction SMILES: [OH:1][C:2]1[C:9]([OH:10])=[CH:8][CH:7]=[CH:6][C:3]=1[CH:4]=[O:5].Br[CH2:12][CH2:13]Br.C(=O)([O-])[O-].[K+].[K+]>CN(C=O)C.C1C=CC=CC=1>[CH2:12]1[CH2:13][O:10][C:9]2[C:2](=[C:3]([CH:6]=[CH:7][CH:8]=2)[CH:4]=[O:5])[O:1]1 |f:2.3.4|. Procedure: 12.04 g of 2,3-dihydroxybenzaldehyde was dissolved in 120 ml of dry DMF. To this solution, 9.0 ml of 1.2-dibromoethane, 12.1 g of anhydrous potassium carbonate and 1.1 g of cupric oxide were added. The reaction solution was refluxed under heating for three hours on a hot water bath at 135° C. The reaction solution was diluted with 700 ml of benzene and then washed with 500 ml of water. The aqueous layer was separated and extracted with benzene (500 ml×2 times). The extracted organic layers were ... Starting materials: C(=O)C1=COC2=C(C1=O)C=C(C(=C2)NS(=O)(=O)C)OC2=CC=CC=C2 (3-Formyl-7-methylsulfonylamino-6-phenoxy-4H-1-benzopyran-4-one), Cl[O-].[Na+] (sodium hypochlorite). Yields the product ClC1=COC2=C(C1=O)C=C(C(=C2)NS(=O)(=O)C)OC2=CC=CC=C2 (3-chloro-7-methylsulfonylamino-6-phenoxy-4H-1-benzopyran-4-one). As a reaction SMILES: C([C:3]1[C:8](=[O:9])[C:7]2[CH:10]=[C:11]([O:19][C:20]3[CH:25]=[CH:24][CH:23]=[CH:22][CH:21]=3)[C:12]([NH:14][S:15]([CH3:18])(=[O:17])=[O:16])=[CH:13][C:6]=2[O:5][CH:4]=1)=O.[Cl:26][O-].[Na+]>>[Cl:26][C:3]1[C:8](=[O:9])[C:7]2[CH:10]=[C:11]([O:19][C:20]3[CH:25]=[CH:24][CH:23]=[CH:22][CH:21]=3)[C:12]([NH:14][S:15]([CH3:18])(=[O:17])=[O:16])=[CH:13][C:6]=2[O:5][CH:4]=1 |f:1.2|. Reported procedure: 3-Formyl-7-methylsulfonylamino-6-phenoxy-4H-1-benzopyran-4-one was reacted with sodium hypochlorite to obtain 3-chloro-7-methylsulfonylamino-6-phenoxy-4H-1-benzopyran-4-one.